Task: describe an organic reaction: reactants, conditions, products, and yield. Dataset: the Open Reaction Database (ORD), a public repository of structured organic reaction records Reactants: OC=1C=C2CC(CNC2=CC1)C(=O)O ((-)-6-hydroxy-1,2,3,4-tetrahydroquinoline-3-carboxylic acid), C1=CC=C(C=C1)C(C(C(=O)O)N)O (m-tyrosine), N[C@@H](CC1=CC=CC=C1)C(=O)O (L-phenylalanine). The product is N1CC(CC2=CC=CC=C12)C(=O)O ((-)-1,2,3,4-tetrahydroquinoline-3-carboxylic acid). The yield is 95.0%. Reaction SMILES: O[C:2]1[CH:3]=[C:4]2[C:9](=[CH:10][CH:11]=1)[NH:8][CH2:7][CH:6]([C:12]([OH:14])=[O:13])[CH2:5]2.C1C=CC(C(O)C(N)C(O)=O)=CC=1.N[C@H](C(O)=O)CC1C=CC=CC=1>>[NH:8]1[C:9]2[C:4](=[CH:3][CH:2]=[CH:11][CH:10]=2)[CH2:5][CH:6]([C:12]([OH:14])=[O:13])[CH2:7]1. Procedure details: That same document describes the preparation of (-)-6-hydroxy-1,2,3,4-tetrahydroquinoline-3-carboxylic acid with an optical purity of 100% and a yield of 95%, from m-tyrosine in accordance with the same method. However, where L-phenylalanine is used as the starting material, it is not possible to obtain a (-)-1,2,3,4-tetrahydroquinoline-3-carboxylic acid with 100% optical purity.